This data is from the Open Reaction Database (ORD), a public repository of structured organic reaction records. The task is: describe an organic reaction: reactants, conditions, products, and yield The reactants are OC=1C=C(C(=O)N2C(CCCC2)C=2OC(=C(N2)C2=CC=CC=C2)C2=CC=CC=C2)C=CC1 (1-(3-hydroxybenzoyl)-2-(4,5-diphenyl-2-oxazolyl)piperidine), BrCC(=O)OCC (ethyl bromoacetate), C(=O)([O-])[O-].[K+].[K+] (K2CO3). The solvent is C(C)#N (acetonitrile). Conditions: time 8 hour. Product: C(C)OC(=O)COC=1C=C(C(=O)N2C(CCCC2)C=2OC(=C(N2)C2=CC=CC=C2)C2=CC=CC=C2)C=CC1 (1-[3-(ethoxycarbonylmethoxy)benzoyl]-2-(4,5-diphenyl-2-oxazolyl)piperidine). Isolated yield 74.8%. RXN SMILES: [OH:1][C:2]1[CH:3]=[C:4]([CH:30]=[CH:31][CH:32]=1)[C:5]([N:7]1[CH2:12][CH2:11][CH2:10][CH2:9][CH:8]1[C:13]1[O:14][C:15]([C:24]2[CH:29]=[CH:28][CH:27]=[CH:26][CH:25]=2)=[C:16]([C:18]2[CH:23]=[CH:22][CH:21]=[CH:20][CH:19]=2)[N:17]=1)=[O:6].Br[CH2:34][C:35]([O:37][CH2:38][CH3:39])=[O:36].C([O-])([O-])=O.[K+].[K+]>C(#N)C>[CH2:38]([O:37][C:35]([CH2:34][O:1][C:2]1[CH:3]=[C:4]([CH:30]=[CH:31][CH:32]=1)[C:5]([N:7]1[CH2:12][CH2:11][CH2:10][CH2:9][CH:8]1[C:13]1[O:14][C:15]([C:24]2[CH:25]=[CH:26][CH:27]=[CH:28][CH:29]=2)=[C:16]([C:18]2[CH:23]=[CH:22][CH:21]=[CH:20][CH:19]=2)[N:17]=1)=[O:6])=[O:36])[CH3:39] |f:2.3.4|. Procedure details: A mixture of 1-(3-hydroxybenzoyl)-2-(4,5-diphenyl-2-oxazolyl)piperidine (100 mg), ethyl bromoacetate (61 mg), and K2CO3 (84 mg) in acetonitrile (1.0 ml) was stirred at room temperature overnight and partitioned between water and ethyl acetate. The organic layer was separated, washed with water and brine, dried over MgSO4, and evaporated in vacuo. The residue was chromatographed over silica gel to afford 1-[3-(ethoxycarbonylmethoxy)benzoyl]-2-(4,5-diphenyl-2-oxazolyl)piperidine (90 mg) as a color... Starting materials: CC(=O)[O-], COCC(=O)CC(=O)OC, CO, Cl, O=N[O-], Nc1ccccc1F, [Na+], [Na+], O. The product is COCC(=O)C(=NNc1ccccc1F)C(=O)OC. RXN SMILES: [C:24]([O-:25])(=[O:26])[CH3:27].[CH3:14][O:15][CH2:16][C:17]([CH2:18][C:19](=[O:20])[O:21][CH3:22])=[O:23].[CH3:30][OH:31].[ClH:13].[N:1]([O-:2])=[O:3].[NH2:5][c:6]1[cH:7][cH:8][cH:9][cH:10][c:11]1[F:12].[Na+:28].[Na+:4].[OH2:29]>>[N:1]([NH:5][c:6]1[cH:7][cH:8][cH:9][cH:10][c:11]1[F:12])=[C:18]([C:17]([CH2:16][O:15][CH3:14])=[O:23])[C:19](=[O:20])[O:21][CH3:22].